From a dataset of the Open Reaction Database (ORD), a public repository of structured organic reaction records. describe an organic reaction: reactants, conditions, products, and yield The reactants are C(C)(C)(C)OC(=O)N[C@@H]1C=C[C@@H](C1)C(=O)OC ((1R,4S)-Methyl 4-((tert-butoxycarbonyl)amino)cyclopent-2-enecarboxylate), C1CCC2=NCCCN2CC1 (DBU). The solvent is C(Cl)Cl (DCM). Conditions: time 8 hour. Yields the product COC(=O)C1=CC[C@H](C1)NC(=O)OC(C)(C)C ((R)-Methyl-4-((tert-butoxycarbonyl)amino)cyclopent-1-enecarboxylate). RXN SMILES: [C:1]([O:5][C:6]([NH:8][C@H:9]1[CH2:13][C@@H:12]([C:14]([O:16][CH3:17])=[O:15])[CH:11]=[CH:10]1)=[O:7])([CH3:4])([CH3:3])[CH3:2].C1CCN2C(=NCCC2)CC1>C(Cl)Cl>[CH3:17][O:16][C:14]([C:12]1[CH2:13][C@H:9]([NH:8][C:6]([O:5][C:1]([CH3:4])([CH3:3])[CH3:2])=[O:7])[CH2:10][CH:11]=1)=[O:15]. Reported procedure: A mixture of the product from Step A (9.8 g, 40.6 mmol) and DBU (9 mL, 60 mmol) in DCM (70 mL) was stirred at rt overnight. The mixture was cooled to 0° C. and washed with 1N HCl aqueous solution and brine, dried over Na2SO4. Evaporation and purification by column chromatography (eluent: 20% EtOAc in hexanes to 40%) gave the product as a white solid. 1H-NMR (400 MHz, CDCl3): δ 1.44 (s, 9H), 2.36-2.47 (m, 2H), 2.88-2.99 (m, 2H), 3.74 (s, 3H), 4.36 (br s, 1H), 4.71 (br s, 1H), 6.71-6.72 (m, 1H). L... Reactants: S (hydrogen sulfide), COC(CNC(C1=CC=CC=C1)=O)=O (benzoylglycin methyl ester), pentasulfide, C(Cl)(Cl)Cl (chloroform). Conditions: temperature 80 celsius. Yields the product COC1=CN=C(S1)C1=CC=CC=C1 (5-methoxy-2-phenylthiazole). As a reaction SMILES: [CH3:1][O:2][C:3](=O)[CH2:4][NH:5][C:6](=O)[C:7]1[CH:12]=[CH:11][CH:10]=[CH:9][CH:8]=1.C(Cl)(Cl)Cl.[SH2:19]>>[CH3:1][O:2][C:3]1[S:19][C:6]([C:7]2[CH:12]=[CH:11][CH:10]=[CH:9][CH:8]=2)=[N:5][CH:4]=1. Reported procedure: 1.0 g (5.2 mmol) of benzoylglycin methyl ester and 1.4 g (6.4 mmol) of diphosphorous pentasulfide was added quickly into a reaction vessel. After that, anhydrous chloroform (15 ml) was also added and heated to around 80° C. When decrease in hydrogen sulfide generation and white precipitate formation in the reaction solution were observed, an argon balloon was attached and the solution was refluxed for 24 hours. After completion of reaction, the precipitate was dissolved by adding an aqueous solu...